This data is from the Open Reaction Database (ORD), a public repository of structured organic reaction records. The task is: describe an organic reaction: reactants, conditions, products, and yield The reactants are C1CCOC1, CCC(C)S(=O)(=O)C(C)(C)C(=O)O, COc1ccc(-c2nnc(N)[nH]2)cc1, CCN(C(C)C)C(C)C, [Cl-], O=C(Cl)C(=O)Cl, ClCCl, CN(C)C=O. Yields the product CCC(C)S(=O)(=O)C(C)(C)C(=O)Nc1nnc(-c2ccc(OC)cc2)[nH]1. As a reaction SMILES: [CH2:47]1[O:48][CH2:49][CH2:50][CH2:51]1.[CH3:1][CH:2]([CH2:3][CH3:4])[S:5](=[O:6])(=[O:7])[C:8]([C:9](=[O:10])[OH:11])([CH3:12])[CH3:13].[CH3:30][O:31][c:32]1[cH:33][cH:34][c:35](-[c:38]2[nH:39][c:40]([NH2:43])[n:41][n:42]2)[cH:36][cH:37]1.[CH:21]([N:22]([CH2:23][CH3:24])[CH:25]([CH3:26])[CH3:27])([CH3:28])[CH3:29].[Cl-:14].[Cl:15][C:16]([C:17]([Cl:18])=[O:19])=[O:20].[Cl:44][CH2:45][Cl:46].[O:52]=[CH:53][N:54]([CH3:55])[CH3:56]>>[CH3:1][CH:2]([CH2:3][CH3:4])[S:5](=[O:6])(=[O:7])[C:8]([C:9](=[O:11])[NH:43][c:40]1[nH:39][c:38](-[c:35]2[cH:34][cH:33][c:32]([O:31][CH3:30])[cH:37][cH:36]2)[n:42][n:41]1)([CH3:12])[CH3:13]. Procedure: This was prepared by the method of Example 173 using 2-chloro-6-anino benzamidine dihydrochloride (Example B) and ethyl 4-oxopiperidine-1-carboxylate giving the title compound, m.p. 181°-183° C. Starting materials: Cl.Cl.ClC1=C(C(=N)N)C(=CC=C1)N (2-chloro-6-anino benzamidine dihydrochloride), O=C1CCN(CC1)C(=O)OCC (ethyl 4-oxopiperidine-1-carboxylate). Yields the product Cl.NC1=NC2(NC3=CC=CC(=C13)Cl)CCN(CC2)C(=O)OCC (Ethyl 4'-amino-5'-chlorospiro[piperidine-4,2'(1'H)-quinazoline]-1-carboxylate hydrochloride). Reaction SMILES: Cl.Cl.[Cl:3][C:4]1[CH:12]=[CH:11][CH:10]=[C:9]([NH2:13])[C:5]=1[C:6]([NH2:8])=[NH:7].O=[C:15]1[CH2:20][CH2:19][N:18]([C:21]([O:23][CH2:24][CH3:25])=[O:22])[CH2:17][CH2:16]1>>[ClH:3].[NH2:7][C:6]1[C:5]2[C:9](=[CH:10][CH:11]=[CH:12][C:4]=2[Cl:3])[NH:13][C:15]2([CH2:20][CH2:19][N:18]([C:21]([O:23][CH2:24][CH3:25])=[O:22])[CH2:17][CH2:16]2)[N:8]=1 |f:0.1.2,4.5|. Reactants: Cl.Cl.[C@H]1(CCCN2CCCC[C@H]12)CN1CCC(CC1)NC(=O)C=1NC2=CC=CC(=C2C1)OCC1=COC2=C1C=CC=C2OC (4-(7-Methoxy-benzofuran-3-ylmethoxy)-1H-indole-2-carboxylic acid {1-[(1S,9aR)-1-(octahydro-quinolizin-1-yl)methyl]-piperidin-4-yl}-amide dihydrochloride), Cl.Cl.Cl.NC1CCN(CC1)CCN1CCC(CC1)O (1-[2-(4-Amino-piperidin-1-yl)-ethyl]-piperidin-4-ol tri-hydrochloride). The product is Cl.Cl.OC1CCN(CC1)CCN1CCC(CC1)NC(=O)C=1NC2=CC=CC(=C2C1)OCC1=COC2=C1C=CC=C2OC (4-(7-Methoxy-benzofuran-3-ylmethoxy)-1H-indole-2-carboxylic acid {1-[2-(4-hydroxy-piperidin-1-yl)-ethyl]-piperidin-4-yl}-amide dihydrochloride). RXN SMILES: [ClH:1].Cl.[C@H]1([CH2:13][N:14]2[CH2:19][CH2:18][CH:17]([NH:20][C:21]([C:23]3[NH:24][C:25]4[C:30]([CH:31]=3)=[C:29]([O:32][CH2:33][C:34]3[C:38]5[CH:39]=[CH:40][CH:41]=[C:42]([O:43][CH3:44])[C:37]=5[O:36][CH:35]=3)[CH:28]=[CH:27][CH:26]=4)=[O:22])[CH2:16][CH2:15]2)[C@@H]2N(CCCC2)CCC1.Cl.Cl.Cl.NC1CCN(C[CH2:56][N:57]2[CH2:62][CH2:61][CH:60]([OH:63])[CH2:59][CH2:58]2)CC1>>[ClH:1].[ClH:1].[OH:63][CH:60]1[CH2:61][CH2:62][N:57]([CH2:56][CH2:13][N:14]2[CH2:19][CH2:18][CH:17]([NH:20][C:21]([C:23]3[NH:24][C:25]4[C:30]([CH:31]=3)=[C:29]([O:32][CH2:33][C:34]3[C:38]5[CH:39]=[CH:40][CH:41]=[C:42]([O:43][CH3:44])[C:37]=5[O:36][CH:35]=3)[CH:28]=[CH:27][CH:26]=4)=[O:22])[CH2:16][CH2:15]2)[CH2:58][CH2:59]1 |f:0.1.2,3.4.5.6,7.8.9|. Procedure: This compound is synthesized from 4-(7-methoxy-benzofuran-3-ylmethoxy)-1H-indole-2-carboxylic acid (119, see example 80) and amine 21 analogously to the method described in example 1. Reaction SMILES: [Br:33][CH2:34][CH2:35][N:36]([CH2:37][CH3:38])[CH2:39][CH3:40].[BrH:32].[C:1](#[N:2])[c:3]1[cH:4][cH:5][c:6]([CH:9]2[NH:10][C:11](=[S:31])[N:12]([c:21]3[cH:22][c:23]([C:27]([F:28])([F:29])[F:30])[cH:24][cH:25][cH:26]3)[C:13]([CH3:20])=[C:14]2[C:15](=[O:16])[O:17][CH2:18][CH3:19])[cH:7][cH:8]1.[C:41](=[O:42])([O-:43])[O-:44].[CH2:48]([N+:49]([CH2:50][CH2:51][CH2:52][CH3:53])([CH2:54][CH2:55][CH2:56][CH3:57])[CH2:58][CH2:59][CH2:60][CH3:61])[CH2:62][CH2:63][CH3:64].[CH3:65][C:66](=[O:67])[CH3:68].[I-:47].[K+:45].[K+:46]>>[C:1](#[N:2])[c:3]1[cH:4][cH:5][c:6]([CH:9]2[N:10]=[C:11]([S:31][CH2:34][CH2:35][N:36]([CH2:37][CH3:38])[CH2:39][CH3:40])[N:12]([c:21]3[cH:22][c:23]([C:27]([F:28])([F:29])[F:30])[cH:24][cH:25][cH:26]3)[C:13]([CH3:20])=[C:14]2[C:15](=[O:16])[O:17][CH2:18][CH3:19])[cH:7][cH:8]1. Product: CCOC(=O)C1=C(C)N(c2cccc(C(F)(F)F)c2)C(SCCN(CC)CC)=NC1c1ccc(C#N)cc1. Reactants: CCN(CC)CCBr, Br, CCOC(=O)C1=C(C)N(c2cccc(C(F)(F)F)c2)C(=S)NC1c1ccc(C#N)cc1, O=C([O-])[O-], CCCC[N+](CCCC)(CCCC)CCCC, CC(C)=O, [I-], [K+], [K+]. Reactants: S(=O)(=O)(O)C1=CC=C(C)C=C1.C(C1=CC=CC=C1)OC(CNC1=CC=CC=C1)=O (rac. phenylglycine benzyl ester tosylate), ice water, BrCC1=CC=C(C=C1)C1=C(C=CC=C1)C#N (4-bromomethyl-2'-cyanobiphenyl), C(C)(C)N(CC)C(C)C (diisopropylethylamine). Run in CN(C)C=O (DMF). Yields the product C(C1=CC=CC=C1)OC(CN(CC1=CC=C(C=C1)C1=C(C=CC=C1)C#N)C1=CC=CC=C1)=O (rac-N-[(2'-Cyanobiphenyl-4-yl)-methyl]phenylglycine benzyl ester). Reaction SMILES: S(C1C=CC(C)=CC=1)(O)(=O)=O.[CH2:12]([O:19][C:20](=[O:29])[CH2:21][NH:22][C:23]1[CH:28]=[CH:27][CH:26]=[CH:25][CH:24]=1)[C:13]1[CH:18]=[CH:17][CH:16]=[CH:15][CH:14]=1.Br[CH2:31][C:32]1[CH:37]=[CH:36][C:35]([C:38]2[CH:43]=[CH:42][CH:41]=[CH:40][C:39]=2[C:44]#[N:45])=[CH:34][CH:33]=1.C(N(C(C)C)CC)(C)C>CN(C=O)C>[CH2:12]([O:19][C:20](=[O:29])[CH2:21][N:22]([C:23]1[CH:28]=[CH:27][CH:26]=[CH:25][CH:24]=1)[CH2:31][C:32]1[CH:33]=[CH:34][C:35]([C:38]2[CH:43]=[CH:42][CH:41]=[CH:40][C:39]=2[C:44]#[N:45])=[CH:36][CH:37]=1)[C:13]1[CH:14]=[CH:15][CH:16]=[CH:17][CH:18]=1 |f:0.1|. Reported procedure: 24.8 g (60 mmol) of rac. phenylglycine benzyl ester tosylate and 8.2 g (30 mmol) of 4-bromomethyl-2'-cyanobiphenyl are kept at 80° with stirring for 2 hours together with 15.5 g of diisopropylethylamine (Hunig base) in 60 ml of DMF. The reaction mixture is then poured into ice-water and extracted with ethyl acetate. The ethyl acetate is separated off and stirred with 2N hydrochloric acid. The hydrochloride of the title compound which precipitates as an oil is separated off, converted into the ba... Starting materials: C(=O)(O)[O-].[Na+] (NaHCO3), COC([C@@H](NC(C1=C(C=C(C=C1)C=O)C1=CC=CC=C1)=O)CCSC)=O (4-formyl-2-phenylbenzoyl methionine methyl ester), NC1=NC=CC=C1 (2-aminopyridine), [BH3-]C#N.[Na+] (NaCNBH3). The solvent is CO.C(C)(=O)O (methanol acetic acid). Yields the product COC([C@@H](NC(C1=C(CC(C=C1)=CC=1C(=NC=CC1)N)C1=CC=CC=C1)=O)CCSC)=O (4-[(2-Aminopyridyl)methylene]-2-phenylbenzoylmethionine methyl ester). RXN SMILES: [CH3:1][O:2][C:3](=[O:26])[C@H:4]([CH2:22][CH2:23][S:24][CH3:25])[NH:5][C:6](=[O:21])[C:7]1[CH:12]=[CH:11][C:10]([CH:13]=O)=[CH:9][C:8]=1[C:15]1[CH:20]=[CH:19][CH:18]=[CH:17][CH:16]=1.[NH2:27][C:28]1[CH:33]=[CH:32][CH:31]=[CH:30][N:29]=1.[BH3-]C#N.[Na+].C([O-])(O)=O.[Na+]>CO.C(O)(=O)C>[CH3:1][O:2][C:3](=[O:26])[C@H:4]([CH2:22][CH2:23][S:24][CH3:25])[NH:5][C:6](=[O:21])[C:7]1[CH:12]=[CH:11][C:10](=[CH:13][C:33]2[C:28]([NH2:27])=[N:29][CH:30]=[CH:31][CH:32]=2)[CH2:9][C:8]=1[C:15]1[CH:16]=[CH:17][CH:18]=[CH:19][CH:20]=1 |f:2.3,4.5,6.7|. Procedure details: A mixture of the resultant aldehyde from Example 16E (1.0 equivalent), 2-aminopyridine (1.0 equivalent) and NaCNBH3 (1.5 equivalents) in methanol/acetic acid is stirred until the reaction is judged complete by TLC analysis. The mixture is poured into aqueous NaHCO3 and extracted into ethyl acetate which is dried and evaporated. Chromatography of the residue on silica gel affords the title compound. The reactants are C1(=CC=CC=C1)[C@@H]1N=C(N([C@@H]1C1=CC=CC=C1)C(=O)OC(C)(C)C)SC (cis-4,5-Diphenyl-2-methylthio-4,5-dihydro-imidazole-1-carboxylic acid, tert-butyl ester), FC=1C=C(CN)C=CC1 (3-fluorobenzylamine). The solvent is CO (MeOH). Reaction conditions: temperature 100 celsius. Product: C(C)(C)(C)OC(=O)N1C(=N[C@H]([C@H]1C1=CC=CC=C1)C1=CC=CC=C1)NCC1=CC(=CC=C1)F (2-(3-Fluorobenzylamino)-cis-4,5-diphenyl-4,5-dihydro-imidazole-1-carboxylic acid tert-butyl ester). Isolated yield 62.1%. RXN SMILES: [C:1]1([C@H:7]2[C@@H:11]([C:12]3[CH:17]=[CH:16][CH:15]=[CH:14][CH:13]=3)[N:10]([C:18]([O:20][C:21]([CH3:24])([CH3:23])[CH3:22])=[O:19])[C:9](SC)=[N:8]2)[CH:6]=[CH:5][CH:4]=[CH:3][CH:2]=1.[F:27][C:28]1[CH:29]=[C:30]([CH:33]=[CH:34][CH:35]=1)[CH2:31][NH2:32]>CO>[C:21]([O:20][C:18]([N:10]1[C@H:11]([C:12]2[CH:17]=[CH:16][CH:15]=[CH:14][CH:13]=2)[C@H:7]([C:1]2[CH:6]=[CH:5][CH:4]=[CH:3][CH:2]=2)[N:8]=[C:9]1[NH:32][CH2:31][C:30]1[CH:33]=[CH:34][CH:35]=[C:28]([F:27])[CH:29]=1)=[O:19])([CH3:24])([CH3:23])[CH3:22]. Procedure details: A mixture of intermediate 59 (2.0 g, 5.42 mmol), 3-fluorobenzylamine (1.86 mL, 16.2 mmol) and MeOH (0.5 mL) is heated at 100° C. for 2 days. The reaction mixture is cooled to RT, and is purified twice by chromatography on silica gel; gradient elution with heptane:EtOAc (70:30-60:40) gives 1.5 g of the product 87. 1H NMR (CDCl3) δ 7.50 (s, 1 H), 7.40-7.30 (m, 1 H), 7.30-7.15 (m, 2 H), 7.10-6.90 (m, 9 H), 7.85-7.75 (m, 2 H), 5.50-5.30 (m, 2 H), 4.80-4.55 (m, 2 H), 1.15 (s, 9 H); MS: m/z 446 (M++1)... The reactants are [BH3-]C#N, C=O, CC(=O)O, O=C(NCc1cn(-c2ccc(N3CCNCC3=O)cc2)nn1)c1ccc(Cl)s1, [Na+]. Product: CN1CCN(c2ccc(-n3cc(CNC(=O)c4ccc(Cl)s4)nn3)cc2)C(=O)C1. RXN SMILES: [C:31]([BH3-:32])#[N:33].[CH2:29]=[O:30].[CH3:35][C:36](=[O:37])[OH:38].[Cl:1][c:2]1[cH:3][cH:4][c:5]([C:7](=[O:8])[NH:9][CH2:10][c:11]2[n:12][n:13][n:14](-[c:16]3[cH:17][cH:18][c:19]([N:22]4[C:23](=[O:28])[CH2:24][NH:25][CH2:26][CH2:27]4)[cH:20][cH:21]3)[cH:15]2)[s:6]1.[Na+:34]>>[Cl:1][c:2]1[cH:3][cH:4][c:5]([C:7](=[O:8])[NH:9][CH2:10][c:11]2[n:12][n:13][n:14](-[c:16]3[cH:17][cH:18][c:19]([N:22]4[C:23](=[O:28])[CH2:24][N:25]([CH3:31])[CH2:26][CH2:27]4)[cH:20][cH:21]3)[cH:15]2)[s:6]1. Starting materials: Cl.FC=1C=C2C(=CC(=NC2=C(C1)N1CCN(CC1)C)C(=O)O)OC (6-Fluoro-4-methoxy-8-(4-methyl-piperazin-1-yl)-quinoline-2-carboxylic acid hydrochloride salt), O1CCN(CC1)C1=CC=C(N)C=C1 (4-morpholinoaniline), CN(C)C(=[N+](C)C)ON1C2=C(C=CC=C2)N=N1.[B-](F)(F)(F)F (TBTU), O.ON1N=NC2=C1C=CC=C2 (HOBT). Run in CN(C)C=O (DMF). Run at time 18 hour. The product is N1(CCOCC1)C1=CC=C(C=C1)NC(=O)C1=NC2=C(C=C(C=C2C(=C1)OC)F)N1CCN(CC1)C (6-Fluoro-4-methoxy-8-(4-methyl-piperazin-1-yl)-quinoline-2-carboxylic acid (4-morpholin-4-yl-phenyl)-amide). Isolated yield 93.7%. Reaction SMILES: Cl.[F:2][C:3]1[CH:4]=[C:5]2[C:10](=[C:11]([N:13]3[CH2:18][CH2:17][N:16]([CH3:19])[CH2:15][CH2:14]3)[CH:12]=1)[N:9]=[C:8]([C:20]([OH:22])=O)[CH:7]=[C:6]2[O:23][CH3:24].[O:25]1[CH2:30][CH2:29][N:28]([C:31]2[CH:37]=[CH:36][C:34]([NH2:35])=[CH:33][CH:32]=2)[CH2:27][CH2:26]1.CN(C(ON1N=NC2C=CC=CC1=2)=[N+](C)C)C.[B-](F)(F)(F)F.O.ON1C2C=CC=CC=2N=N1>CN(C=O)C>[N:28]1([C:31]2[CH:32]=[CH:33][C:34]([NH:35][C:20]([C:8]3[CH:7]=[C:6]([O:23][CH3:24])[C:5]4[C:10](=[C:11]([N:13]5[CH2:18][CH2:17][N:16]([CH3:19])[CH2:15][CH2:14]5)[CH:12]=[C:3]([F:2])[CH:4]=4)[N:9]=3)=[O:22])=[CH:36][CH:37]=2)[CH2:27][CH2:26][O:25][CH2:30][CH2:29]1 |f:0.1,3.4,5.6|. Procedure: Into a 250 mL round bottom flask equipped with a nitrogen inlet and magnetic stirrer is added 2.01 g (6.3 mmol, 1.0 equiv.) of 6-Fluoro-4-methoxy-8-(4-methyl-piperazin-1-yl)-quinoline-2-carboxylic acid hydrochloride salt. This material is dissolved in 20 mL of DMF and then 1.35 g (7.56 mmol, 1.2 equiv.) of 4-morpholinoaniline is added. To the stirred solution is quickly added simultaneously added 4.05 g (12.6 mmol, 2.0 equiv.) of TBTU (2-(1H-benzotriazole-1-yl)-1,1,3,3-tetramethyluroniumtetraflu...